The task is: describe an organic reaction: reactants, conditions, products, and yield. This data is from the Open Reaction Database (ORD), a public repository of structured organic reaction records. Starting materials: Cl (hydrochloric acid), S(=O)(Cl)Cl (thionyl chloride), OC=1C(=CC2=CC=CC=C2C1)C(=O)O (3-hydroxynaphthalene-2-carboxylic acid), ClCCl (Dichloromethane), Cl.CONC (O,N-dimethylhydroxylamine hydrochloride), [OH-].[Na+] (sodium hydroxide). Yields the product COCNC(=O)C1=CC2=CC=CC=C2C=C1O (3-hydroxynaphthalene-2-carboxylic acid methoxymethylamide). The yield is 11.0%. Reaction SMILES: S(Cl)(Cl)=O.[OH:5][C:6]1[C:7]([C:16]([OH:18])=O)=[CH:8][C:9]2[C:14]([CH:15]=1)=[CH:13][CH:12]=[CH:11][CH:10]=2.Cl.CO[NH:22][CH3:23].[OH-:24].[Na+].Cl.Cl[CH2:28]Cl>>[CH3:28][O:24][CH2:23][NH:22][C:16]([C:7]1[C:6]([OH:5])=[CH:15][C:14]2[C:9](=[CH:10][CH:11]=[CH:12][CH:13]=2)[CH:8]=1)=[O:18] |f:2.3,4.5|. Reported procedure: Dichloromethane (304 ml) and thionyl chloride (76 ml) were added to 3-hydroxynaphthalene-2-carboxylic acid (5 g), and the mixture was stirred under reflux for 4 hr. The solvent was then removed by distillation under the reduced pressure. Dioxane (200 ml) was added to the residue to prepare a solution. A solution of O,N-dimethylhydroxylamine hydrochloride (7.8 g) in a 2 N aqueous sodium hydroxide solution was added thereto, and the mixture was stirred at room temperature for one hr. Under ice coo...